Dataset: the Open Reaction Database (ORD), a public repository of structured organic reaction records. Task: describe an organic reaction: reactants, conditions, products, and yield The reactants are C1CO1 (ethylene oxide), 8, C(CCC#C)OC1OCCCC1 (tetrahydro- 2-(4-pentynyloxy)-2H-pyran), CN(CCN(C)C)C (tetramethylethylene diamine), C(CCC)[Li] (n-butyllithium). The solvent is O (water), O1CCCC1 (tetrahydrofuran). Conditions: temperature 0 celsius, time 1 hour. Yields the product O1C(CCCC1)OCCCC#CCCO (7-[(tetrahydro-2H-pyran-2-yl)oxy]-3-heptyn-1-ol). Yield: 59.0%. As a reaction SMILES: [CH2:1]([O:6][CH:7]1[CH2:12][CH2:11][CH2:10][CH2:9][O:8]1)[CH2:2][CH2:3][C:4]#[CH:5].CN(C)CCN(C)C.C([Li])CCC.[CH2:26]1[O:28][CH2:27]1>O1CCCC1.O>[O:8]1[CH2:9][CH2:10][CH2:11][CH2:12][CH:7]1[O:6][CH2:1][CH2:2][CH2:3][C:4]#[C:5][CH2:26][CH2:27][OH:28]. Procedure: To a cooled solution (-20° C.) of tetrahydro- 2-(4-pentynyloxy)-2H-pyran (1) (16.8 g. 0.10 mole) and tetramethylethylene diamine (45.2 mL, 0.30 mole, distilled from CaH2 under nitrogen) in anhydrous tetrahydrofuran (100 mL. distilled from sodium/benzophenone under nitrogen) was added via syringe a solution of n-butyllithium (41.0 mL, 0.101 mole, 2.44 N in hexane). The mixture was allowed to warm to 0° C. over 30 minutes and stirred at 0° C. for 1 h followed by the addition, via cannula, of ethyl...